Dataset: the Open Reaction Database (ORD), a public repository of structured organic reaction records. Task: describe an organic reaction: reactants, conditions, products, and yield The reactants are COC=1C=C(CO)C=C(C1OC)OC (3,4,5-trimethoxybenzyl alcohol), CN(C1=CC=CC=C1)C (N,N-dimethylaniline), S(=O)(Cl)Cl (thionyl chloride). Solvent: ClCCl (dichloromethane). Reaction conditions: time 1 hour. Yields the product COC=1C=C(CCl)C=C(C1OC)OC (3,4,5-trimethoxybenzyl chloride). As a reaction SMILES: [CH3:1][O:2][C:3]1[CH:4]=[C:5]([CH:8]=[C:9]([O:13][CH3:14])[C:10]=1[O:11][CH3:12])[CH2:6]O.CN(C)C1C=CC=CC=1.S(Cl)([Cl:26])=O>ClCCl>[CH3:1][O:2][C:3]1[CH:4]=[C:5]([CH:8]=[C:9]([O:13][CH3:14])[C:10]=1[O:11][CH3:12])[CH2:6][Cl:26]. Reported procedure: Combine 3,4,5-trimethoxybenzyl alcohol (1.0 g, 5.04 mmol) and N,N-dimethylaniline (0.904 g, 7.46 mmol) in dichloromethane (10 mL). Cool in an ice bath. Add dropwise thionyl chloride (0.904 g, 7.6 mmol). Warm to ambient temperature. After 1 hour, partition the reaction mixture between a 1 M aqueous hydrochloric acid solution and dichloromethane. Separate the layers and extract the organic layer with a saturated solution of sodium bicarbonate. Dry the organic layer over Na2SO4, filter, and evapora...